From a dataset of the Open Reaction Database (ORD), a public repository of structured organic reaction records. describe an organic reaction: reactants, conditions, products, and yield Starting materials: C(C)(C)(C)[Si](C)(C)OC(C(C)(C)C)CCC1=C(C=C(C=C1)C(CC)(C1=CC(=C(C=C1)B1OC(C(O1)(C)C)(C)C)C)CC)C (t-butyl-(1-{2-[4-(1-ethyl-1-{4-[4,4,5,5-tetramethyl-1,3,2-dioxaborolan-2-yl]-3-methyl-phenyl}-propyl)-2-methyl-phenyl]-ethyl}-2,2-dimethyl-propoxy)dimethylsilane), C(C)OC(CC=1C=CC(=NC1)Cl)=O (2-chloropyridine-5-acetic acid ethyl ester), O (Water). Reagents/catalysts: C1=CC=C(C=C1)P([C-]2C=CC=C2)C3=CC=CC=C3.C1=CC=C(C=C1)P([C-]2C=CC=C2)C3=CC=CC=C3.Cl[Pd]Cl.[Fe+2] ([1,1′-bis(diphenylphosphino)ferrocene]dichloropalladium). Solvent: CN(C=O)C (N,N-dimethylformamide). Run at temperature 80 celsius, time 30 minute. Product: C(C)OC(CC=1C=NC(=CC1)C1=C(C=C(C=C1)C(CC)(CC)C1=CC(=C(C=C1)CCC(C(C)(C)C)O[Si](C)(C)C(C)(C)C)C)C)=O ({6-[4-(1-{4-[3-(t-butyl-dimethyl-silanyloxy)-4,4-dimethyl-pentyl]-3-methyl-phenyl}-1-ethyl-propyl)-2-methyl-phenyl]-pyridin-3-yl}-acetic Acid Ethyl Ester). The yield is 15.5%. As a reaction SMILES: [C:1]([Si:5]([O:8][CH:9]([CH2:14][CH2:15][C:16]1[CH:21]=[CH:20][C:19]([C:22]([CH2:41][CH3:42])([C:25]2[CH:30]=[CH:29][C:28](B3OC(C)(C)C(C)(C)O3)=[C:27]([CH3:40])[CH:26]=2)[CH2:23][CH3:24])=[CH:18][C:17]=1[CH3:43])[C:10]([CH3:13])([CH3:12])[CH3:11])([CH3:7])[CH3:6])([CH3:4])([CH3:3])[CH3:2].[CH2:44]([O:46][C:47](=[O:56])[CH2:48][C:49]1[CH:50]=[CH:51][C:52](Cl)=[N:53][CH:54]=1)[CH3:45].O>CN(C)C=O.C1C=CC(P(C2C=CC=CC=2)[C-]2C=CC=C2)=CC=1.C1C=CC(P(C2C=CC=CC=2)[C-]2C=CC=C2)=CC=1.Cl[Pd]Cl.[Fe+2]>[CH2:44]([O:46][C:47](=[O:56])[CH2:48][C:49]1[CH:54]=[N:53][C:52]([C:28]2[CH:29]=[CH:30][C:25]([C:22]([C:19]3[CH:20]=[CH:21][C:16]([CH2:15][CH2:14][CH:9]([O:8][Si:5]([C:1]([CH3:4])([CH3:3])[CH3:2])([CH3:6])[CH3:7])[C:10]([CH3:13])([CH3:12])[CH3:11])=[C:17]([CH3:43])[CH:18]=3)([CH2:23][CH3:24])[CH2:41][CH3:42])=[CH:26][C:27]=2[CH3:40])=[CH:51][CH:50]=1)[CH3:45] |f:4.5.6.7|. Procedure details: A solution of t-butyl-(1-{2-[4-(1-ethyl-1-{4-[4,4,5,5-tetramethyl-1,3,2-dioxaborolan-2-yl]-3-methyl-phenyl}-propyl)-2-methyl-phenyl]-ethyl}-2,2-dimethyl-propoxy)dimethylsilane (Example 23-(1); 13 mg, 0.021 mmol) in N,N-dimethylformamide (0.2 mL) was added to 2-chloropyridine-5-acetic acid ethyl ester (7.4 mg, 0.037 mmol) and a [1,1′-bis(diphenylphosphino)ferrocene]dichloropalladium (II), dichloromethane complex (1:1) (2.0 mg, 0.0024 mmol). After replacement with nitrogen, the mixture was heated ... The reactants are C(=NC1CCCCC1)=NC1CCCCC1, CCC(=O)O, CCN(C(C)C)C(C)C, NCC1CN(c2ccc(C3=NNC(=O)CS3)c(F)c2)C(=O)O1, CN(C)C=O. The product is CCC(=O)NCC1CN(c2ccc(C3=NNC(=O)CS3)c(F)c2)C(=O)O1. RXN SMILES: [CH2:1]1[CH2:2][CH2:3][CH:4]([N:5]=[C:6]=[N:7][CH:8]2[CH2:9][CH2:10][CH2:11][CH2:12][CH2:13]2)[CH2:14][CH2:15]1.[CH3:47][CH2:48][C:49]([OH:50])=[O:51].[CH:38]([N:39]([CH2:40][CH3:41])[CH:42]([CH3:43])[CH3:44])([CH3:45])[CH3:46].[NH2:16][CH2:17][CH:18]1[CH2:19][N:20]([c:24]2[cH:25][c:26]([F:37])[c:27]([C:30]3=[N:35][NH:34][C:33](=[O:36])[CH2:32][S:31]3)[cH:28][cH:29]2)[C:21](=[O:23])[O:22]1.[O:52]=[CH:53][N:54]([CH3:55])[CH3:56]>>[NH:16]([CH2:17][CH:18]1[CH2:19][N:20]([c:24]2[cH:25][c:26]([F:37])[c:27]([C:30]3=[N:35][NH:34][C:33](=[O:36])[CH2:32][S:31]3)[cH:28][cH:29]2)[C:21](=[O:23])[O:22]1)[C:49]([CH2:48][CH3:47])=[O:50].